Task: describe an organic reaction: reactants, conditions, products, and yield. Dataset: the Open Reaction Database (ORD), a public repository of structured organic reaction records Reactants: C1CCOC1, Cc1noc(N2CCC(CO)CC2)n1, CS(=O)(=O)c1ccc(-c2ccc(O)cc2)cc1, CC(C)OC(=O)N=NC(=O)OC(C)C, c1ccc(P(c2ccccc2)c2ccccc2)cc1. The product is Cc1noc(N2CCC(COc3ccc(-c4ccc(S(C)(=O)=O)cc4)cc3)CC2)n1. RXN SMILES: [CH2:65]1[O:66][CH2:67][CH2:68][CH2:69]1.[CH3:18][c:19]1[n:20][o:21][c:22]([N:24]2[CH2:25][CH2:26][CH:27]([CH2:30][OH:31])[CH2:28][CH2:29]2)[n:23]1.[CH3:1][S:2](=[O:3])(=[O:4])[c:5]1[cH:6][cH:7][c:8](-[c:11]2[cH:12][cH:13][c:14]([OH:17])[cH:15][cH:16]2)[cH:9][cH:10]1.[O:51]=[C:52]([O:53][CH:54]([CH3:55])[CH3:56])[N:57]=[N:58][C:59]([O:60][CH:61]([CH3:62])[CH3:63])=[O:64].[c:32]1([P:33]([c:34]2[cH:35][cH:36][cH:37][cH:38][cH:39]2)[c:40]2[cH:41][cH:42][cH:43][cH:44][cH:45]2)[cH:46][cH:47][cH:48][cH:49][cH:50]1>>[CH3:1][S:2](=[O:3])(=[O:4])[c:5]1[cH:6][cH:7][c:8](-[c:11]2[cH:12][cH:13][c:14]([O:17][CH2:30][CH:27]3[CH2:26][CH2:25][N:24]([c:22]4[o:21][n:20][c:19]([CH3:18])[n:23]4)[CH2:29][CH2:28]3)[cH:15][cH:16]2)[cH:9][cH:10]1. Reactants: C(C)(C)(C)OC(=O)N1CCNCC1 (1-(tert-butyloxycarbonyl)piperazine), BrC(CCC#N)C1=CC=CC=C1 (4-bromo-4-phenylbutyronitrile), C(=O)([O-])[O-].[K+].[K+] (K2CO3). Solvent: CN(C)C=O (DMF). The product is C(C)(C)(C)OC(=O)N1CCN(CC1)C(CCC#N)C1=CC=CC=C1 (4-(4-tert-Butyloxycarbonylpiperazinyl)-4-phenylbutyronitrile). Yield: 87.8%. Reaction SMILES: [C:1]([O:5][C:6]([N:8]1[CH2:13][CH2:12][NH:11][CH2:10][CH2:9]1)=[O:7])([CH3:4])([CH3:3])[CH3:2].Br[CH:15]([C:20]1[CH:25]=[CH:24][CH:23]=[CH:22][CH:21]=1)[CH2:16][CH2:17][C:18]#[N:19].C([O-])([O-])=O.[K+].[K+]>CN(C=O)C>[C:1]([O:5][C:6]([N:8]1[CH2:13][CH2:12][N:11]([CH:15]([C:20]2[CH:25]=[CH:24][CH:23]=[CH:22][CH:21]=2)[CH2:16][CH2:17][C:18]#[N:19])[CH2:10][CH2:9]1)=[O:7])([CH3:4])([CH3:2])[CH3:3] |f:2.3.4|. Procedure details: A solution of 1-(tert-butyloxycarbonyl)piperazine (1.73 g, 9.3 mmol), 4-bromo-4-phenylbutyronitrile (2.5 g, 11 mmol) and K2CO3 (1.4 g, 10.2 mmol) in DMF (40 mL) was heated at 60° C. for 4 h. After this time the mixture was cooled to room temperature, filtered and the filtrate evaporated. The residue was partitioned between EtOAc (100 mL) and water (100 mL). The organic layer was separated, dried (Na2SO4) and evaporated. The residue was chromatographed on silica gel, eluting with petrol:EtOAc (2:... Product: Cc1ccc2c3c(ccc2n1)OCC(CN1CCN(c2ccc4cc(Br)ccc4n2)CC1)O3. As a reaction SMILES: [Br:1][c:2]1[cH:3][cH:4][c:5]([S:6]([O:7][CH2:12][CH:13]2[CH2:14][O:15][c:16]3[c:17]([c:18]4[cH:19][cH:20][c:21]([CH3:26])[n:22][c:23]4[cH:24][cH:25]3)[O:27]2)(=[O:8])=[O:9])[cH:10][cH:11]1.[Br:28][c:29]1[cH:30][c:31]2[cH:32][cH:33][c:34]([N:39]3[CH2:40][CH2:41][NH:42][CH2:43][CH2:44]3)[n:35][c:36]2[cH:37][cH:38]1.[C:45](=[O:46])([OH:47])[O-:48].[CH3:50][S:51]([CH3:52])=[O:53].[Na+:49]>>[CH2:12]([CH:13]1[CH2:14][O:15][c:16]2[c:17]([c:18]3[cH:19][cH:20][c:21]([CH3:26])[n:22][c:23]3[cH:24][cH:25]2)[O:27]1)[N:42]1[CH2:41][CH2:40][N:39]([c:34]2[cH:33][cH:32][c:31]3[cH:30][c:29]([Br:28])[cH:38][cH:37][c:36]3[n:35]2)[CH2:44][CH2:43]1. Reactants: Cc1ccc2c3c(ccc2n1)OCC(COS(=O)(=O)c1ccc(Br)cc1)O3, Brc1ccc2nc(N3CCNCC3)ccc2c1, O=C([O-])O, CS(C)=O, [Na+].